Dataset: the Open Reaction Database (ORD), a public repository of structured organic reaction records. Task: describe an organic reaction: reactants, conditions, products, and yield The reactants are C(O)(O)=O.OC(CN)C1=CC(=CC=C1)Cl (2-hydroxy-2-(3-chlorophenyl)ethanamine carbonate), C(C(=O)C)C1=CC=C(C=C1)C=1CCC(NC1C)=O (3,4-dihydro-5-(4-acetonylphenyl)-6-methyl-2(1H)-pyridone), C(#N)[BH3-].[Na+] (Sodium cyanoborohydride). Run in CO (methanol). Reaction conditions: time 16 hour. Product: ClC=1C=C(C(CNC(CC2=CC=C(C=C2)C=2CCC(NC2C)=O)C)O)C=CC1 (5-[4-[2-[(3-chloro-β-hydroxyphenethyl)amino]propyl]phenyl]-3,4-dihydro-6-methyl-2(1H)-pyridinone). Reaction SMILES: C(=O)(O)O.[OH:5][CH:6]([C:9]1[CH:14]=[CH:13][CH:12]=[C:11]([Cl:15])[CH:10]=1)[CH2:7][NH2:8].[CH2:16]([C:20]1[CH:25]=[CH:24][C:23]([C:26]2[CH2:27][CH2:28][C:29](=[O:33])[NH:30][C:31]=2[CH3:32])=[CH:22][CH:21]=1)[C:17]([CH3:19])=O.C([BH3-])#N.[Na+]>CO>[Cl:15][C:11]1[CH:10]=[C:9]([CH:14]=[CH:13][CH:12]=1)[CH:6]([OH:5])[CH2:7][NH:8][CH:17]([CH3:19])[CH2:16][C:20]1[CH:21]=[CH:22][C:23]([C:26]2[CH2:27][CH2:28][C:29](=[O:33])[NH:30][C:31]=2[CH3:32])=[CH:24][CH:25]=1 |f:0.1,3.4|. Procedure details: A mixture of 2-hydroxy-2-(3-chlorophenyl)ethanamine carbonate (0.34 g) and 3,4-dihydro-5-(4-acetonylphenyl)-6-methyl-2(1H)-pyridone (0.4 g) was dissolved in methanol (30 ml). Sodium cyanoborohydride (0.1 g) was added and the mixture was allowed to stand at room tempeature for 16 hr. The solvent was evaporated, the residue partitioned between ethylacetate and water, the organic layer separated, dried (MgSO4) and evaporated to give an oil which was chromatographed on Silica. Elution with methanol-... Starting materials: Cc1cc(CCCCC(=O)O)c(C)s1, O. Reaction SMILES: [CH3:1][c:2]1[s:3][c:4]([CH3:14])[cH:5][c:6]1[CH2:7][CH2:8][CH2:9][CH2:10][C:11](=[O:12])[OH:13].[OH2:15]>>[CH3:1][c:2]1[s:3][c:4]([CH3:14])[c:5]2[c:6]1[CH2:7][CH2:8][CH2:9][CH2:10][C:11]2=[O:13]. Yields the product Cc1sc(C)c2c1CCCCC2=O. Starting materials: COC=1C=C(C=CC1OC)O (3,4-dimethoxyphenol), [H-].[Na+] (NaH), BrCC1=CC=C(C(=O)C2=CC=CC=C2)C=C1 (4-Bromomethyl benzophenone). The solvent is C1CCOC1 (THF). Reaction conditions: time 1 hour. Yields the product COC=1C=C(C=CC1OC)OCC1=CC=C(C(=O)C2=CC=CC=C2)C=C1 (4-([3,4-Dimethoxyphenyl]oxymethyl)benzophenone). RXN SMILES: [CH3:1][O:2][C:3]1[CH:4]=[C:5]([OH:11])[CH:6]=[CH:7][C:8]=1[O:9][CH3:10].[H-].[Na+].Br[CH2:15][C:16]1[CH:29]=[CH:28][C:19]([C:20]([C:22]2[CH:27]=[CH:26][CH:25]=[CH:24][CH:23]=2)=[O:21])=[CH:18][CH:17]=1>C1COCC1>[CH3:1][O:2][C:3]1[CH:4]=[C:5]([O:11][CH2:15][C:16]2[CH:29]=[CH:28][C:19]([C:20]([C:22]3[CH:27]=[CH:26][CH:25]=[CH:24][CH:23]=3)=[O:21])=[CH:18][CH:17]=2)[CH:6]=[CH:7][C:8]=1[O:9][CH3:10] |f:1.2|. Reported procedure: To 3,4-dimethoxyphenol (1.69 g, 11 mmol) in THF was added NaH (60% dispersion in oil, 1.2 eq., 0.53 g) and stirring continued for 1 hour. 4-Bromomethyl benzophenone (3.01 g, 11 mmol) was then added to the solution and stirring continued for a further 24 hours. The solution was concentrated in vacuo, diluted with DCM, washed with citric acid (10% aq.), NaOH (1N) dried and solvent removed under vacuum. The residue was then purified by column chromatography, eluting with petrol (40–60):EtOAc 9:1 yi... Starting materials: C(#N)C=1C(=C2C=C(N(C2=CC1)C(/C(/NO)=N/[H])C)C)C(F)(F)F ((1Z)-2-[5-cyano-2-methyl-4-(trifluoromethyl)-1H-indol-1-yl]-N-hydroxypropanimidamide), FC(C=1C=C(C(=O)Cl)C=CC1)(F)F (3-(trifluoromethyl)benzoyl chloride). The product is CC=1N(C2=CC=C(C(=C2C1)C(F)(F)F)C#N)C(C)C1=NOC(=N1)C1=CC(=CC=C1)C(F)(F)F (2-Methyl-4-(trifluoromethyl)-1-(1-{5-[3-(trifluoromethyl)phenyl]-1,2,4-oxadiazol-3-yl}ethyl)-1H-indole-5-carbonitrile). Reaction SMILES: [C:1]([C:3]1[C:4]([C:20]([F:23])([F:22])[F:21])=[C:5]2[C:9](=[CH:10][CH:11]=1)[N:8]([CH:12]([CH3:18])/[C:13](=[N:16]/[H])/[NH:14][OH:15])[C:7]([CH3:19])=[CH:6]2)#[N:2].[F:24][C:25]([F:36])([F:35])[C:26]1[CH:27]=[C:28]([CH:32]=[CH:33][CH:34]=1)[C:29](Cl)=O>>[CH3:19][C:7]1[N:8]([CH:12]([C:13]2[N:16]=[C:29]([C:28]3[CH:32]=[CH:33][CH:34]=[C:26]([C:25]([F:24])([F:35])[F:36])[CH:27]=3)[O:15][N:14]=2)[CH3:18])[C:9]2[C:5]([CH:6]=1)=[C:4]([C:20]([F:23])([F:22])[F:21])[C:3]([C:1]#[N:2])=[CH:11][CH:10]=2. Procedure details: Synthesized as described in Example 32B from (1Z)-2-[5-cyano-2-methyl-4-(trifluoromethyl)-1H-indol-1-yl]-N-hydroxypropanimidamide and 3-(trifluoromethyl)benzoyl chloride: MS (ES) m/z 465 (M+1).